Dataset: the Open Reaction Database (ORD), a public repository of structured organic reaction records. Task: describe an organic reaction: reactants, conditions, products, and yield Starting materials: CC(C)(C)OC(=O)n1cc(C(=O)C2CSC(c3cccnc3)N2C=O)c2ccccc21, ClCCl, O=C(O)C(F)(F)F. The product is O=CN1C(C(=O)c2c[nH]c3ccccc23)CSC1c1cccnc1. RXN SMILES: [C:1]([O:2][C:3](=[O:4])[n:8]1[cH:9][c:10]([C:17](=[O:18])[CH:19]2[N:20]([CH:30]=[O:31])[CH:21]([c:24]3[cH:25][n:26][cH:27][cH:28][cH:29]3)[S:22][CH2:23]2)[c:11]2[cH:12][cH:13][cH:14][cH:15][c:16]12)([CH3:5])([CH3:6])[CH3:7].[CH2:39]([Cl:40])[Cl:41].[OH:32][C:33]([C:34]([F:35])([F:36])[F:37])=[O:38]>>[nH:8]1[cH:9][c:10]([C:17](=[O:18])[CH:19]2[N:20]([CH:30]=[O:31])[CH:21]([c:24]3[cH:25][n:26][cH:27][cH:28][cH:29]3)[S:22][CH2:23]2)[c:11]2[cH:12][cH:13][cH:14][cH:15][c:16]12. The reactants are CN(C)C=O, O=C(O)CCCC=C(F)F, O=S(Cl)Cl. Yields the product [Cl-], O=C(O)CCCC=C(F)F. RXN SMILES: [CH3:15][N:16]([CH3:17])[CH:18]=[O:19].[F:5][C:6](=[CH:7][CH2:8][CH2:9][CH2:10][C:11](=[O:12])[OH:13])[F:14].[S:1]([Cl:2])([Cl:3])=[O:4]>>[Cl-:3].[F:5][C:6](=[CH:7][CH2:8][CH2:9][CH2:10][C:11](=[O:12])[OH:13])[F:14]. Yields the product Cn1ncc(NC(=O)C(N)CCCCNC(=O)OC(C)(C)C)c1N. As a reaction SMILES: [CH3:35][OH:36].[NH2:1][c:2]1[c:3]([NH:8][C:9](=[O:10])[CH:11]([CH2:12][CH2:13][CH2:14][CH2:15][NH:16][C:17]([O:18][C:19]([CH3:20])([CH3:21])[CH3:22])=[O:23])[NH:24][C:25](=[O:26])[O:27][CH2:28][c:29]2[cH:30][cH:31][cH:32][cH:33][cH:34]2)[cH:4][n:5][n:6]1[CH3:7]>>[NH2:1][c:2]1[c:3]([NH:8][C:9](=[O:10])[CH:11]([CH2:12][CH2:13][CH2:14][CH2:15][NH:16][C:17]([O:18][C:19]([CH3:20])([CH3:21])[CH3:22])=[O:23])[NH2:24])[cH:4][n:5][n:6]1[CH3:7]. The reactants are CO, Cn1ncc(NC(=O)C(CCCCNC(=O)OC(C)(C)C)NC(=O)OCc2ccccc2)c1N. The reactants are O=C([O-])[O-], COCCOC, COc1ccc(OB(O)O)cc1, COC(=O)c1c(O)c2cc(Br)ccc2oc1=O, Cl, [Na+], [Na+], O, c1ccc(P(c2ccccc2)(c2ccccc2)[Pd](P(c2ccccc2)(c2ccccc2)c2ccccc2)(P(c2ccccc2)(c2ccccc2)c2ccccc2)P(c2ccccc2)(c2ccccc2)c2ccccc2)cc1. Yields the product COC(=O)c1c(O)c2cc(-c3ccc(OC)cc3)ccc2oc1=O. As a reaction SMILES: [C:30](=[O:31])([O-:32])[O-:33].[CH2:37]([CH2:38][O:39][CH3:40])[O:41][CH3:42].[CH3:18][O:19][c:20]1[cH:21][cH:22][c:23]([O:26][B:27]([OH:28])[OH:29])[cH:24][cH:25]1.[CH3:1][O:2][C:3](=[O:4])[c:5]1[c:6](=[O:17])[o:7][c:8]2[cH:9][cH:10][c:11]([Br:16])[cH:12][c:13]2[c:14]1[OH:15].[ClH:36].[Na+:34].[Na+:35].[OH2:43].[cH:44]1[cH:45][cH:46][c:47]([P:48]([Pd:49]([P:50]([c:51]2[cH:52][cH:53][cH:54][cH:55][cH:56]2)([c:57]2[cH:58][cH:59][cH:60][cH:61][cH:62]2)[c:63]2[cH:64][cH:65][cH:66][cH:67][cH:68]2)([P:69]([c:70]2[cH:71][cH:72][cH:73][cH:74][cH:75]2)([c:76]2[cH:77][cH:78][cH:79][cH:80][cH:81]2)[c:82]2[cH:83][cH:84][cH:85][cH:86][cH:87]2)[P:88]([c:89]2[cH:90][cH:91][cH:92][cH:93][cH:94]2)([c:95]2[cH:96][cH:97][cH:98][cH:99][cH:100]2)[c:101]2[cH:102][cH:103][cH:104][cH:105][cH:106]2)([c:107]2[cH:108][cH:109][cH:110][cH:111][cH:112]2)[c:113]2[cH:114][cH:115][cH:116][cH:117][cH:118]2)[cH:119][cH:120]1>>[CH3:1][O:2][C:3](=[O:4])[c:5]1[c:6](=[O:17])[o:7][c:8]2[cH:9][cH:10][c:11](-[c:23]3[cH:22][cH:21][c:20]([O:19][CH3:18])[cH:25][cH:24]3)[cH:12][c:13]2[c:14]1[OH:15]. The reactants are BrCc1ccccc1, O=C([O-])[O-], CN(C)C=O, [K+], [K+], O, Cc1oc(-c2ccccc2)nc1COc1ccc(COc2ccc(O)cc2CC#N)cc1. The product is Cc1oc(-c2ccccc2)nc1COc1ccc(COc2ccc(OCc3ccccc3)cc2CC#N)cc1. RXN SMILES: [Br:33][CH2:34][c:35]1[cH:36][cH:37][cH:38][cH:39][cH:40]1.[C:41](=[O:42])([O-:43])[O-:44].[CH3:47][N:48]([CH3:49])[CH:50]=[O:51].[K+:45].[K+:46].[OH2:52].[OH:1][c:2]1[cH:3][cH:4][c:5]([O:11][CH2:12][c:13]2[cH:14][cH:15][c:16]([O:19][CH2:20][c:21]3[n:22][c:23](-[c:27]4[cH:28][cH:29][cH:30][cH:31][cH:32]4)[o:24][c:25]3[CH3:26])[cH:17][cH:18]2)[c:6]([CH2:8][C:9]#[N:10])[cH:7]1>>[O:1]([c:2]1[cH:3][cH:4][c:5]([O:11][CH2:12][c:13]2[cH:14][cH:15][c:16]([O:19][CH2:20][c:21]3[n:22][c:23](-[c:27]4[cH:28][cH:29][cH:30][cH:31][cH:32]4)[o:24][c:25]3[CH3:26])[cH:17][cH:18]2)[c:6]([CH2:8][C:9]#[N:10])[cH:7]1)[CH2:34][c:35]1[cH:36][cH:37][cH:38][cH:39][cH:40]1. Reactants: C(#N)C=1C=C(C=CC1)N(C(=O)NC1CCNCC1)C1CCCCCC1 (N-(3-Cyanophenyl)-N'-(piperidin-4-yl)cycloheptylurea), CC1=NN(C(=C1)C)C(=N)N (3,5-dimethylpyrazole-1-carboxamidine). The solvent is N1=CC=CC=C1 (pyridine). Conditions: temperature 110 celsius. Product: C(#N)C=1C=C(C=CC1)N(C(=O)NC1CCN(CC1)C(N)=N)C1CCCCCC1 (N-(3-cyanophenyl)-N'-(1-amidinopiperidin-4-yl)cycloheptylurea). Yield: 74.7%. RXN SMILES: [C:1]([C:3]1[CH:4]=[C:5]([N:9]([CH:19]2[CH2:25][CH2:24][CH2:23][CH2:22][CH2:21][CH2:20]2)[C:10]([NH:12][CH:13]2[CH2:18][CH2:17][NH:16][CH2:15][CH2:14]2)=[O:11])[CH:6]=[CH:7][CH:8]=1)#[N:2].CC1C=C(C)[N:29]([C:33](N)=[NH:34])N=1>N1C=CC=CC=1>[C:1]([C:3]1[CH:4]=[C:5]([N:9]([CH:19]2[CH2:25][CH2:24][CH2:23][CH2:22][CH2:21][CH2:20]2)[C:10]([NH:12][CH:13]2[CH2:18][CH2:17][N:16]([C:33](=[NH:29])[NH2:34])[CH2:15][CH2:14]2)=[O:11])[CH:6]=[CH:7][CH:8]=1)#[N:2]. Procedure: N-(3-Cyanophenyl)-N'-(piperidin-4-yl)cycloheptylurea (0.05 g, 0.126 mmol) was dissolved in pyridine (2 ml) and 3,5-dimethylpyrazole-1-carboxamidine (0.037 g, 0.188 mmol) was added under a nitrogen atmosphere. The reaction was heated to 110° C. for 6 h, then was allowed to cool and was concentrated to give a viscous amber oil. The product was purfied by HPLC on a Vydec® C-18 column eluting with solvent mixture A (acetonitrile:water:TFA 80:20:0.3) and solvent mixture B (water:TFA 99.7:0.3) using a... Reaction SMILES: [F:1][C:2]1[CH:3]=[C:4]([C@H:8]2[CH2:12][C@@H:11]([OH:13])[CH2:10][N:9]2[C:14]([O:16][C:17]([CH3:20])([CH3:19])[CH3:18])=[O:15])[CH:5]=[CH:6][CH:7]=1.ClN1C(=O)N(Cl)C(=O)N(Cl)C1=O.CC1(C)N([O])C(C)(C)CCC1.C([O-])(O)=O.[Na+]>C(Cl)Cl>[F:1][C:2]1[CH:3]=[C:4]([C@H:8]2[CH2:12][C:11](=[O:13])[CH2:10][N:9]2[C:14]([O:16][C:17]([CH3:20])([CH3:19])[CH3:18])=[O:15])[CH:5]=[CH:6][CH:7]=1 |f:3.4,^1:36|. The reactants are C(=O)(O)[O-].[Na+] (NaHCO3), FC=1C=C(C=CC1)[C@@H]1N(C[C@@H](C1)O)C(=O)OC(C)(C)C ((2R,4R)-tert-butyl 2-(3-fluorophenyl)-4-hydroxypyrrolidine-1-carboxylate), ClN1C(N(C(N(C1=O)Cl)=O)Cl)=O (trichloroisocyanuric acid), CC1(CCCC(N1[O])(C)C)C (2,2,6,6-tetramethylpiperidine-1-oxyl). Run in C(Cl)Cl (DCM). Product: FC=1C=C(C=CC1)[C@@H]1N(CC(C1)=O)C(=O)OC(C)(C)C ((R)-tert-butyl 2-(3-fluorophenyl)-4-oxopyrrolidine-1-carboxylate). Procedure details: To a solution of (2R,4R)-tert-butyl 2-(3-fluorophenyl)-4-hydroxypyrrolidine-1-carboxylate (I-4A) (1.4 g, 5.0 mmol) and trichloroisocyanuric acid (1.2 g, 5.0 mmol) in DCM (70 mL) at −10° C. was added 2,2,6,6-tetramethylpiperidine-1-oxyl (TEMPO) (0.08 g, 0.5 mmol). The mixture was stirred at −10° C. for 15 minutes, then to room temperature over 1 hour and subsequently poured into cold aqueous NaHCO3 containing ice while stirring. The organic layer was separated, washed with brine, dried over sodiu... Reaction conditions: temperature -10 celsius, time 15 minute.